From a dataset of the Open Reaction Database (ORD), a public repository of structured organic reaction records. describe an organic reaction: reactants, conditions, products, and yield Reactants: O1CCOC12CN(CC2)C2=C(C=C(C=C2)N2C(C1=CC=C(C=C1C=C2)O)=O)F (2-[4-(1,4-Dioxa-7-aza-spiro[4.4]non-7-yl)-3-fluorophenyl]-6-hydroxy-2H-isoquinolin-1-one), O1[C@H](CCC1)COS(=O)(=O)C ((R)-methanesulfonic acid tetrahydrofuran-2-ylmethyl ester). Product: O1CCOC12CN(CC2)C2=C(C=C(C=C2)N2C(C1=CC=C(C=C1C=C2)OC[C@@H]2OCCC2)=O)F (2-[4-(1,4-Dioxa-7-aza-spiro[4.4]non-7-yl)-3-fluorophenyl]-6-[(R)-1-(tetrahydrofuran-2-yl)methoxy]-2H-isoquinolin-1-one). Reaction SMILES: [O:1]1[C:5]2([CH2:9][CH2:8][N:7]([C:10]3[CH:15]=[CH:14][C:13]([N:16]4[CH:25]=[CH:24][C:23]5[C:18](=[CH:19][CH:20]=[C:21]([OH:26])[CH:22]=5)[C:17]4=[O:27])=[CH:12][C:11]=3[F:28])[CH2:6]2)[O:4][CH2:3][CH2:2]1.[O:29]1[CH2:33][CH2:32][CH2:31][C@@H:30]1[CH2:34]OS(C)(=O)=O>>[O:4]1[C:5]2([CH2:9][CH2:8][N:7]([C:10]3[CH:15]=[CH:14][C:13]([N:16]4[CH:25]=[CH:24][C:23]5[C:18](=[CH:19][CH:20]=[C:21]([O:26][CH2:34][C@H:30]6[CH2:31][CH2:32][CH2:33][O:29]6)[CH:22]=5)[C:17]4=[O:27])=[CH:12][C:11]=3[F:28])[CH2:6]2)[O:1][CH2:2][CH2:3]1. Procedure: 2-[4-(1,4-Dioxa-7-aza-spiro[4.4]non-7-yl)-3-fluorophenyl]-6-hydroxy-2H-isoquinolin-1-one was reacted with (R)-methanesulfonic acid tetrahydrofuran-2-ylmethyl ester according to Method K1. In this way the product was obtained with molecular weight 466.19 (C26H27FN2O5); MS (ESI): 467 (M+H+).